The task is: describe an organic reaction: reactants, conditions, products, and yield. This data is from the Open Reaction Database (ORD), a public repository of structured organic reaction records. Starting materials: C(#N)C1=NC=CC=C1 (2-cyanopyridine), C(#N)C1=NC=CC=C1 (2-cyanopyridine), FC(C(=O)OCC)(F)F (ethyl 2,2,2-trifluoroacetate), C8H5F3N4, NN (hydrazine). Solvent: C(C)O (ethanol), CCOCC (Ether), C(C)O (ethanol). Conditions: time 12 hour. The product is FC(C=1NC(=NN1)C1=NC=CC=C1)(F)F (2-(5-(Trifluoromethyl)-4H-1,2,4-triazol-3-yl)pyridine). Isolated yield 50.0%. Reaction SMILES: [C:1]([C:3]1[CH:8]=[CH:7][CH:6]=[CH:5][N:4]=1)#[N:2].[NH2:9][NH2:10].[F:11][C:12]([F:19])([F:18])[C:13](OCC)=O>C(O)C.CCOCC>[F:11][C:12]([F:19])([F:18])[C:13]1[NH:2][C:1]([C:3]2[CH:8]=[CH:7][CH:6]=[CH:5][N:4]=2)=[N:9][N:10]=1. Reported procedure: 2-cyanopyridine (1.04 g, 10.0 mmol) is placed in a 25 ml round-bottomed flask and ethanol is added into 2-cyanopyridine. After completly dissolved, hydrazine (0.96 g, 30.0 mmol) is added. At the room temperature, the reaction is carried out for 12 hrs. White solids are obtained. Ether is used to rinse the solids in order to remove the unreacted hydrazine. The white solids are placed in a 25 ml round-bottomed flask and added with ethyl 2,2,2-trifluoroacetate (1.42 g, 10.0 mmol). 5.0 ml of ethanol... Starting materials: [H-].[Al+3].[Li+].[H-].[H-].[H-] (Lithium aluminum hydride), ClC1=CC=C(C=C1)N1C(OC(C1)COC1=CC=C(C=C1)CCC(=O)OC)=O (methyl 3-{4-[3-(4-chlorophenyl)-2-oxooxazolidin-5-yl]methoxy-phenyl}propionate), ClC1=CC=C(C=C1)N1C(OC(C1)COC1=CC=C(C=C1)CCC(=O)OC)=O (methyl 3-{4-[3-(4-chlorophenyl)-2-oxooxazolidin-5-yl]methoxy-phenyl}propionate), Cl (hydrochloric acid). Run in O1CCCC1 (tetrahydrofuran). The product is ClC1=CC=C(C=C1)N1C(OC(C1)COC1=CC=C(C=C1)CCCO)=O (3-{4-[3-(4-chlorophenyl)-2-oxooxazolidin-5-yl]methoxyphenyl}propyl alcohol). Isolated yield 71.5%. Reaction SMILES: [H-].[Al+3].[Li+].[H-].[H-].[H-].[Cl:7][C:8]1[CH:13]=[CH:12][C:11]([N:14]2[CH2:18][CH:17]([CH2:19][O:20][C:21]3[CH:26]=[CH:25][C:24]([CH2:27][CH2:28][C:29](OC)=[O:30])=[CH:23][CH:22]=3)[O:16][C:15]2=[O:33])=[CH:10][CH:9]=1.Cl>O1CCCC1>[Cl:7][C:8]1[CH:9]=[CH:10][C:11]([N:14]2[CH2:18][CH:17]([CH2:19][O:20][C:21]3[CH:26]=[CH:25][C:24]([CH2:27][CH2:28][CH2:29][OH:30])=[CH:23][CH:22]=3)[O:16][C:15]2=[O:33])=[CH:12][CH:13]=1 |f:0.1.2.3.4.5|. Reported procedure: Lithium aluminum hydride (59 mg) was added to a tetrahydrofuran (15 ml) solution of 750 mg of methyl 3-{4-[3-(4-chlorophenyl)-2-oxooxazolidin-5-yl]methoxy-phenyl}propionate (compound 191) obtained in Example 32. The mixture was stirred with ice-cooling for 40 minutes in a stream of nitrogen. To the reaction mixture was added 5% hydrochloric acid, and the mixture was extracted with ethyl acetate. The extract was washed with an aqueous solution of sodium chloride, dried with magnesium sulfate and ... The reactants are C1(CC1)=CC1=C(N(C2=CC=CC=C12)CC1=CC(=CC=C1)C(F)(F)F)C(=O)OCC (Ethyl 3-(cyclopropylidenemethyl)-1-[3-(trifluoromethyl)benzyl]-1H-indole-2-carboxylate), [H][H] (hydrogen). Reagents/catalysts: [Pd].CC(=O)[O-].CC(=O)[O-].[Pb+2] (Lindlar catalyst). Run in C(C)O (ethanol). Yields the product C1(CC1)CC1=C(N(C2=CC=CC=C12)CC1=CC(=CC=C1)C(F)(F)F)C(=O)OCC (Ethyl 3-(cyclopropylmethyl)-1-[3-(trifluoromethyl)benzyl]-1H-indole-2-carboxylate). As a reaction SMILES: [C:1]1(=[CH:4][C:5]2[C:13]3[C:8](=[CH:9][CH:10]=[CH:11][CH:12]=3)[N:7]([CH2:14][C:15]3[CH:20]=[CH:19][CH:18]=[C:17]([C:21]([F:24])([F:23])[F:22])[CH:16]=3)[C:6]=2[C:25]([O:27][CH2:28][CH3:29])=[O:26])[CH2:3][CH2:2]1.[H][H]>[Pd].CC([O-])=O.CC([O-])=O.[Pb+2].C(O)C>[CH:1]1([CH2:4][C:5]2[C:13]3[C:8](=[CH:9][CH:10]=[CH:11][CH:12]=3)[N:7]([CH2:14][C:15]3[CH:20]=[CH:19][CH:18]=[C:17]([C:21]([F:23])([F:24])[F:22])[CH:16]=3)[C:6]=2[C:25]([O:27][CH2:28][CH3:29])=[O:26])[CH2:3][CH2:2]1 |f:2.3.4.5|. Procedure: Ethyl 3-(cyclopropylidenemethyl)-1-[3-(trifluoromethyl)benzyl]-1H-indole-2-carboxylate (Example 182, 140 mg, 0.351 mmol) was stirred over Lindlar catalyst (28 mg) in ethanol (15 mL) under 1 atmosphere of hydrogen for 1 hour. The mixture was filtered through Celite with an excess of ethanol. The filtrate was concentrated, and the resulting crude oil was purified by flash chromatography on silica gel eluted with 20% Et2O/hexane. The title compound was collected as a yellow oil (95 mg, 67%). The pr... The reactants are CCCCCC (n-hexane), C1(=CC=CC=C1)C=1N=C(OC1C1=CC=CC=C1)[C@@H]1N(C[C@H](C1)OC)CC=1C=C(OCC(=O)O)C=CC1 (3-{[(2R, 4S)-2-(4,5-diphenyloxazol-2-yl)-4-methoxypyrrolidin-1-yl]methyl}phenoxyacetic acid), C([C@H](O)[C@@H](O)C(=O)O)(=O)O (L-(+)-tartaric acid). The solvent is CCO (EtOH), CCO (EtOH). Reaction conditions: time 2 hour. Yields the product C(=O)(O)C(O)C(O)C(=O)O.C1(=CC=CC=C1)C=1N=C(OC1C1=CC=CC=C1)[C@@H]1N(C[C@H](C1)OC)CC=1C=C(OCC(=O)O)C=CC1 (3-{[(2R, 4S)-2-(4,5-diphenyloxazol-2-yl)-4-methoxypyrrolidin-1-yl]methyl}phenoxyacetic acid tartrate). RXN SMILES: [C:1]1([C:7]2[N:8]=[C:9]([C@H:18]3[CH2:22][C@H:21]([O:23][CH3:24])[CH2:20][N:19]3[CH2:25][C:26]3[CH:27]=[C:28]([CH:34]=[CH:35][CH:36]=3)[O:29][CH2:30][C:31]([OH:33])=[O:32])[O:10][C:11]=2[C:12]2[CH:17]=[CH:16][CH:15]=[CH:14][CH:13]=2)[CH:6]=[CH:5][CH:4]=[CH:3][CH:2]=1.[C:37]([OH:46])(=[O:45])[C@@H:38]([C@H:40]([C:42]([OH:44])=[O:43])[OH:41])[OH:39].CCCCCC>CCO>[C:42]([CH:40]([CH:38]([C:37]([OH:46])=[O:45])[OH:39])[OH:41])([OH:44])=[O:43].[C:1]1([C:7]2[N:8]=[C:9]([C@H:18]3[CH2:22][C@H:21]([O:23][CH3:24])[CH2:20][N:19]3[CH2:25][C:26]3[CH:27]=[C:28]([CH:34]=[CH:35][CH:36]=3)[O:29][CH2:30][C:31]([OH:33])=[O:32])[O:10][C:11]=2[C:12]2[CH:17]=[CH:16][CH:15]=[CH:14][CH:13]=2)[CH:2]=[CH:3][CH:4]=[CH:5][CH:6]=1 |f:4.5|. Procedure details: To a solution of 3-{[(2R, 4S)-2-(4,5-diphenyloxazol-2-yl)-4-methoxypyrrolidin-1-yl]methyl}phenoxyacetic acid (100 mg) in EtOH (0.65 mL) was added a solution of L-(+)-tartaric acid (32 mg) in EtOH (1.3 mL) at room temperature. To the mixture was added n-hexane (3.9 mL), and the mixture was stirred at room temperature for 2 hours. The resulting precipitate was collected and dried under reduced pressure to give 3-{[(2R, 4S)-2-(4,5-diphenyloxazol-2-yl)-4-methoxypyrrolidin-1-yl]methyl}phenoxyacetic a... The reactants are C(CCC)N1N=C(C=C1NC(C1=C(C=CC(=C1)C(F)(F)F)F)=O)C(C)(C)C (N-(1-butyl-3-tert-butyl-1H-pyrazol-5-yl)-2-fluoro-5-(trifluoromethyl)benzamide), FC(S(=O)(=O)OC)(F)F (methyl trifluoromethanesulfonate), [NH4+].[OH-] (NH4OH). Solvent: O (water), CC(=O)C (acetone), C1(=CC=CC=C1)C (toluene). Reaction conditions: temperature 100 celsius, time 20 hour. The product is C(CCC)N\1N(C(=C/C1=N\C(C1=C(C=CC(=C1)C(F)(F)F)F)=O)C(C)(C)C)C (N-[(3E)-2-butyl-5-tert-butyl-1-methyl-1,2-dihydro-3H-pyrazol-3-ylidene]-2-fluoro-5-(trifluoromethyl)benzamide). The yield is 89.2%. As a reaction SMILES: [CH2:1]([N:5]1[C:9]([NH:10][C:11](=[O:23])[C:12]2[CH:17]=[C:16]([C:18]([F:21])([F:20])[F:19])[CH:15]=[CH:14][C:13]=2[F:22])=[CH:8][C:7]([C:24]([CH3:27])([CH3:26])[CH3:25])=[N:6]1)[CH2:2][CH2:3][CH3:4].F[C:29](F)(F)S(OC)(=O)=O.[NH4+].[OH-]>C1(C)C=CC=CC=1.O.CC(C)=O>[CH2:1]([N:5]1[N:6]([CH3:29])[C:7]([C:24]([CH3:26])([CH3:25])[CH3:27])=[CH:8]/[C:9]/1=[N:10]\[C:11](=[O:23])[C:12]1[CH:17]=[C:16]([C:18]([F:19])([F:21])[F:20])[CH:15]=[CH:14][C:13]=1[F:22])[CH2:2][CH2:3][CH3:4] |f:2.3|. Procedure details: To a solution of Example 81B (50.2 g, 130 mmol) in toluene (500 mL) was added methyl trifluoromethanesulfonate (21.4 mL, 195 mmol). The mixture was warmed to 100° C. and stirred for 20 hours. The mixture was cooled to ambient temperature then diluted with water (200 mL) and acetone (500 mL). This solution was stirred for 30 minutes then concentrated NH4OH (100 mL) was added. The mixture was stirred for 30 minutes then partially concentrated under reduced pressure. The residue was diluted with Et...